This data is from the Open Reaction Database (ORD), a public repository of structured organic reaction records. The task is: describe an organic reaction: reactants, conditions, products, and yield The reactants are CCC(CO)(CO)CO, CC(C)=O, CCCCCC, O, Cc1ccc(S(=O)(=O)O)cc1. The product is CCC1(CO)COC(C)(C)OC1. Reaction SMILES: [CH2:1]([OH:2])[C:3]([CH2:4][CH3:5])([CH2:6][OH:7])[CH2:8][OH:9].[CH3:10][C:11]([CH3:12])=[O:13].[CH3:26][CH2:27][CH2:28][CH2:29][CH2:30][CH3:31].[OH2:14].[c:15]1([CH3:16])[cH:17][cH:18][c:19]([S:20]([OH:21])(=[O:22])=[O:23])[cH:24][cH:25]1>>[CH2:1]([OH:2])[C:3]1([CH2:4][CH3:5])[CH2:6][O:7][C:11]([CH3:10])([CH3:12])[O:9][CH2:8]1. Reactants: ClCC1=CC=C(C=C1)NC(=O)C1=CC2=CC(=CC=C2CC1)C1=CC=C(C=C1)C (N-[4-(chloromethyl)-phenyl]-7-(4-methylphenyl)-3,4-dihydronaphthalene-2-carboxamide), NC=1C=NC=CC1 (3-aminopyridine), C(O)([O-])=O.[Na+] (sodium hydrogen carbonate). Solvent: C1CCOC1 (THF). The product is CC1=CC=C(C=C1)C1=CC=C2CCC(=CC2=C1)C(=O)NC1=CC=C(C=C1)CNC=1C=NC=CC1 (7-(4-methylphenyl)-N-[4-[N-(3-pyridyl)aminomethyl]phenyl]-3,4-dihydronaphthalene-2-carboxamide). The yield is 8.1%. As a reaction SMILES: Cl[CH2:2][C:3]1[CH:8]=[CH:7][C:6]([NH:9][C:10]([C:12]2[CH2:21][CH2:20][C:19]3[C:14](=[CH:15][C:16]([C:22]4[CH:27]=[CH:26][C:25]([CH3:28])=[CH:24][CH:23]=4)=[CH:17][CH:18]=3)[CH:13]=2)=[O:11])=[CH:5][CH:4]=1.[NH2:29][C:30]1[CH:31]=[N:32][CH:33]=[CH:34][CH:35]=1.C(=O)([O-])O.[Na+]>C1COCC1>[CH3:28][C:25]1[CH:26]=[CH:27][C:22]([C:16]2[CH:15]=[C:14]3[C:19]([CH2:20][CH2:21][C:12]([C:10]([NH:9][C:6]4[CH:5]=[CH:4][C:3]([CH2:2][NH:29][C:30]5[CH:31]=[N:32][CH:33]=[CH:34][CH:35]=5)=[CH:8][CH:7]=4)=[O:11])=[CH:13]3)=[CH:18][CH:17]=2)=[CH:23][CH:24]=1 |f:2.3|. Procedure: In THF (7ml) was dissolved N-[4-(chloromethyl)-phenyl]-7-(4-methylphenyl)-3,4-dihydronaphthalene-2-carboxamide (150mg), and to the mixture was added 3-aminopyridine (109mg). The mixture was refluxed for 45 hours. The reaction mixture was cooled to room temperature, and to the mixture was added 5% sodium hydrogen carbonate solution (50ml). The mixture was extracted with ethyl acetate. The organic layer was washed with saturated sodium chloride solution, dried with anhydrous sodium sulfate, and co... Reactants: ClC1=C(CN2C=NC3=CC(=CC=C3C2=O)C(=O)OC)C=CC(=C1)Cl (3-(2,4-Dichlorobenzyl)-7-(methoxycarbonyl)-4(3H)-quinazolinone), [OH-].[Na+] (sodium hydroxide), Cl (hydrochloric acid). The solvent is CO (methanol). Yields the product C(=O)(O)C1=CC=C2C(N(C=NC2=C1)CC1=C(C=C(C=C1)Cl)Cl)=O (7-Carboxy-3-(2,4-dichlorobenzyl)-4(3H)-quinazolinone). Yield: 78.0%. As a reaction SMILES: [Cl:1][C:2]1[CH:23]=[C:22]([Cl:24])[CH:21]=[CH:20][C:3]=1[CH2:4][N:5]1[C:14](=[O:15])[C:13]2[C:8](=[CH:9][C:10]([C:16]([O:18]C)=[O:17])=[CH:11][CH:12]=2)[N:7]=[CH:6]1.[OH-].[Na+].Cl>CO>[C:16]([C:10]1[CH:9]=[C:8]2[C:13]([C:14](=[O:15])[N:5]([CH2:4][C:3]3[CH:20]=[CH:21][C:22]([Cl:24])=[CH:23][C:2]=3[Cl:1])[CH:6]=[N:7]2)=[CH:12][CH:11]=1)([OH:18])=[O:17] |f:1.2|. Procedure: 3-(2,4-Dichlorobenzyl)-7-(methoxycarbonyl)-4(3H)-quinazolinone (2.00 g) in a mixture of a 5% aqueous sodium hydroxide solution (20 ml) and methanol (20 ml) was heated under reflux for 1 hr. After cooling, concentrated hydrochloric acid was added to the reaction mixture and the precipitate was collected by filtration. The precipitate was washed with water (50 g) and toluene (30 ml) and dried to give the objective compound (1.50 g) as white crystals. Starting materials: O=C(NCCc1ccc(O)cc1)OCc1ccccc1, CCO, CCOCC, N#CCCl, [Na]. Yields the product N#CCOc1ccc(CCNC(=O)OCc2ccccc2)cc1. RXN SMILES: [CH2:1]([c:2]1[cH:3][cH:4][cH:5][cH:6][cH:7]1)[O:8][C:9](=[O:10])[NH:11][CH2:12][CH2:13][c:14]1[cH:15][cH:16][c:17]([OH:20])[cH:18][cH:19]1.[CH3:22][CH2:23][OH:24].[CH3:29][CH2:30][O:31][CH2:32][CH3:33].[Cl:25][CH2:26][C:27]#[N:28].[Na:21]>>[CH2:1]([c:2]1[cH:3][cH:4][cH:5][cH:6][cH:7]1)[O:8][C:9](=[O:10])[NH:11][CH2:12][CH2:13][c:14]1[cH:15][cH:16][c:17]([O:20][CH2:26][C:27]#[N:28])[cH:18][cH:19]1. Starting materials: C(CC#C)N1N=CC(=N1)C1=CC=C(C=C1)F (2-(but-3-ynyl)-4-(4-fluorophenyl)-2H-1,2,3-triazole), BrC1=NC(=CC=C1)CF (2-bromo-6-(fluoromethyl)pyridine). Yields the product FCC1=NC(=CC=C1)C#CCCN1N=CC(=N1)C1=CC=C(C=C1)F (2-(fluoromethyl)-6-(4-(4-(4-fluorophenyl)-2H-1,2,3-triazol-2-yl)but-1-ynyl)pyridine). Yield: 44.3%. Reaction SMILES: [CH2:1]([N:5]1[N:9]=[C:8]([C:10]2[CH:15]=[CH:14][C:13]([F:16])=[CH:12][CH:11]=2)[CH:7]=[N:6]1)[CH2:2][C:3]#[CH:4].Br[C:18]1[CH:23]=[CH:22][CH:21]=[C:20]([CH2:24][F:25])[N:19]=1>>[F:25][CH2:24][C:20]1[CH:21]=[CH:22][CH:23]=[C:18]([C:4]#[C:3][CH2:2][CH2:1][N:5]2[N:9]=[C:8]([C:10]3[CH:11]=[CH:12][C:13]([F:16])=[CH:14][CH:15]=3)[CH:7]=[N:6]2)[N:19]=1. Procedure: The title compound was prepared in accordance with the general method of Example 1, from 2-(but-3-ynyl)-4-(4-fluorophenyl)-2H-1,2,3-triazole (150 mg, 0.70 mmol, Example 254(B)) and 2-bromo-6-(fluoromethyl)pyridine (146 mg, 0.77 mmol, Example 190(E)). The crude residue was purified by flash chromatography (DCM/MeOH 99.5:0.5 to 99:1) to yield 101 mg (0.31 mmol, 45%) of 2-(fluoromethyl)-6-(4-(4-(4-fluorophenyl)-2H-1,2,3-triazol-2-yl)but-1-ynyl)pyridine as a yellow solid (M.P.=84-86° C.). The reactants are F[B-](F)(F)F, CC(=O)O, CC(C)OCC(=O)O, O=C1N(c2ccc(OC(F)(F)F)cc2)CCC12CCNCC2, CN(C)C(On1nnc2ccccc21)=[N+](C)C. Yields the product CC(C)OCC(=O)N1CCC2(CC1)CCN(c1ccc(OC(F)(F)F)cc1)C2=O. RXN SMILES: [B-:1]([F:2])([F:3])([F:4])[F:5].[C:23]([OH:24])(=[O:25])[CH3:26].[CH:49]([CH3:50])([CH3:51])[O:52][CH2:53][C:54](=[O:55])[OH:56].[F:27][C:28]([O:29][c:30]1[cH:31][cH:32][c:33]([N:36]2[C:37](=[O:46])[C:38]3([CH2:39][CH2:40]2)[CH2:41][CH2:42][NH:43][CH2:44][CH2:45]3)[cH:34][cH:35]1)([F:47])[F:48].[n:6]1([O:7][C:8]([N:9]([CH3:10])[CH3:11])=[N+:12]([CH3:13])[CH3:14])[c:15]2[cH:16][cH:17][cH:18][cH:19][c:20]2[n:21][n:22]1>>[F:27][C:28]([O:29][c:30]1[cH:31][cH:32][c:33]([N:36]2[C:37](=[O:46])[C:38]3([CH2:39][CH2:40]2)[CH2:41][CH2:42][N:43]([C:54]([CH2:53][O:52][CH:49]([CH3:50])[CH3:51])=[O:55])[CH2:44][CH2:45]3)[cH:34][cH:35]1)([F:47])[F:48].